From a dataset of the Open Reaction Database (ORD), a public repository of structured organic reaction records. describe an organic reaction: reactants, conditions, products, and yield Starting materials: [Br-], [Li]CCCC, C1CCOC1, C[P+](c1ccccc1)(c1ccccc1)c1ccccc1, O=C(c1ccc2nc(-c3ccc(C4OCCCO4)cc3F)sc2c1)c1ccccn1. Yields the product C=C(c1ccc2nc(-c3ccc(C4OCCCO4)cc3F)sc2c1)c1ccccn1. Reaction SMILES: [Br-:36].[CH2:1]([Li:2])[CH2:3][CH2:4][CH3:5].[CH2:57]1[O:58][CH2:59][CH2:60][CH2:61]1.[CH3:37][P+:38]([c:39]1[cH:40][cH:41][cH:42][cH:43][cH:44]1)([c:45]1[cH:46][cH:47][cH:48][cH:49][cH:50]1)[c:51]1[cH:52][cH:53][cH:54][cH:55][cH:56]1.[O:6]1[CH:7]([c:12]2[cH:13][c:14]([F:35])[c:15](-[c:18]3[s:19][c:20]4[c:21]([n:22]3)[cH:23][cH:24][c:25]([C:27](=[O:28])[c:29]3[n:30][cH:31][cH:32][cH:33][cH:34]3)[cH:26]4)[cH:16][cH:17]2)[O:8][CH2:9][CH2:10][CH2:11]1>>[CH2:1]=[C:27]([c:25]1[cH:24][cH:23][c:21]2[c:20]([s:19][c:18](-[c:15]3[c:14]([F:35])[cH:13][c:12]([CH:7]4[O:6][CH2:11][CH2:10][CH2:9][O:8]4)[cH:17][cH:16]3)[n:22]2)[cH:26]1)[c:29]1[n:30][cH:31][cH:32][cH:33][cH:34]1. Starting materials: C(C)(C)(C)OC(=O)N1CCN(CC1)C(=O)C1=C(N(C2=CN=C(C=C21)OC)C2=CC=CC=C2)OC2=C(C=CC(=C2)F)C (4-[2-(5-Fluoro-2-methyl-phenoxy)-5-methoxy-1-phenyl-1H-pyrrolo[2,3-c]pyridine-3-carbonyl]-piperazine-1-carboxylic acid tert-butyl ester), Cl.Cl.FC=1C=CC(=C(OC2=C(C=3C(=CN=CC3)N2C2=CC=CC=C2)C(=O)N2CCNCC2)C1)C ([2-(5-fluoro-2-methyl-phenoxy)-1-phenyl-1H-pyrrolo[2,3-c]pyridin-3-yl]-piperazin-1-yl-methanone dihydrochloride), Cl (hydrochloric acid). Yields the product FC=1C=CC(=C(OC2=C(C=3C(=CN=C(C3)OC)N2C2=CC=CC=C2)C(=O)N2CCNCC2)C1)C ([2-(5-Fluoro-2-methyl-phenoxy)-5-methoxy-1-phenyl-1H-pyrrolo[2,3-c]pyridin-3-yl]-piperazin-1-yl-methanone). Isolated yield 98.7%. Reaction SMILES: C(OC([N:8]1[CH2:13][CH2:12][N:11]([C:14]([C:16]2[C:24]3[C:19](=[CH:20][N:21]=[C:22]([O:25][CH3:26])[CH:23]=3)[N:18]([C:27]3[CH:32]=[CH:31][CH:30]=[CH:29][CH:28]=3)[C:17]=2[O:33][C:34]2[CH:39]=[C:38]([F:40])[CH:37]=[CH:36][C:35]=2[CH3:41])=[O:15])[CH2:10][CH2:9]1)=O)(C)(C)C.Cl.Cl.Cl.FC1C=CC(C)=C(C=1)OC1N(C2C=CC=CC=2)C2=CN=CC=C2C=1C(N1CCNCC1)=O>>[F:40][C:38]1[CH:37]=[CH:36][C:35]([CH3:41])=[C:34]([CH:39]=1)[O:33][C:17]1[N:18]([C:27]2[CH:28]=[CH:29][CH:30]=[CH:31][CH:32]=2)[C:19]2=[CH:20][N:21]=[C:22]([O:25][CH3:26])[CH:23]=[C:24]2[C:16]=1[C:14]([N:11]1[CH2:10][CH2:9][NH:8][CH2:13][CH2:12]1)=[O:15] |f:2.3.4|. Procedure details: The compound of step 6 (27.0 mg, 48.2 μmol) was reacted analogously as described in example 1, step 7. Dissolution of the obtained solid in a small quantity of MOH, addition of hydrochloric acid (0.1 M) and lyophilization overnight yielded 21.9 mg of the title compound in the form of [2-(5-fluoro-2-methyl-phenoxy)-1-phenyl-1H-pyrrolo[2,3-c]pyridin-3-yl]-piperazin-1-yl-methanone dihydrochloride. The reactants are CN1CCC(CC1)(C)COC1=CC=NC=2NC3=C(C21)C=C(N=C3)C#N (4-((1,4-dimethylpiperidin-4-yl)methoxy)-9H-dipyrido[2,3-b;4′,3′-d]pyrrole-6-carbonitrile), ClN1C(CCC1=O)=O (N-chlorosuccinimide). The solvent is C(C)#N (acetonitrile), C(C)(C)O (isopropyl alcohol), C(C)#N (acetonitrile). Reaction conditions: temperature 40 celsius, time 16 hour. Yields the product ClC1=C(C2=C(NC3=C2C=C(N=C3)C#N)N=C1)OCC1(CCN(CC1)C)C (3-Chloro-4-((1,4-dimethylpiperidin-4-yl)methoxy)-9H-dipyrido[2,3-b;4′,3′-d]pyrrole-6-carbonitrile). Yield: 20.3%. As a reaction SMILES: [CH3:1][N:2]1[CH2:7][CH2:6][C:5]([CH2:9][O:10][C:11]2[C:19]3[C:18]4[CH:20]=[C:21]([C:24]#[N:25])[N:22]=[CH:23][C:17]=4[NH:16][C:15]=3[N:14]=[CH:13][CH:12]=2)([CH3:8])[CH2:4][CH2:3]1.[Cl:26]N1C(=O)CCC1=O>C(#N)C.C(O)(C)C>[Cl:26][C:12]1[CH:13]=[N:14][C:15]2[NH:16][C:17]3[CH:23]=[N:22][C:21]([C:24]#[N:25])=[CH:20][C:18]=3[C:19]=2[C:11]=1[O:10][CH2:9][C:5]1([CH3:8])[CH2:6][CH2:7][N:2]([CH3:1])[CH2:3][CH2:4]1. Reported procedure: A mixture of 4-((1,4-dimethylpiperidin-4-yl)methoxy)-9H-dipyrido[2,3-b;4′,3′-d]pyrrole-6-carbonitrile (50 mg, 0.16 mmol), N-chlorosuccinimide (60 mg, 0.45 mmol) in acetonitrile (0.8 mL) and isopropyl alcohol (0.23 mL) was stirred at 40° C. for 16 hours. The reaction mixture was diluted acetonitrile (1 mL) and the solid was collected by centrifugation, dissolved in dimethylsulfoxide (2 mL), and purified by preparative HPLC [5-85% methanol in water (0.1% ammonium hydroxide) over 30 min, 35 mL/min]... The reactants are BrC1=C(C=C(C=O)C=C1)[N+](=O)[O-] (4-bromo-3-nitro-benzaldehyde), N1=CC=CC=C1 (pyridine), Cl.NO (hydroxylamine hydrochloride). The solvent is CO (methanol), C(C)(=O)OCC (ethyl acetate), C(O)([O-])=O.[Na+] (sodium hydrogen carbonate). Reaction conditions: time 16 hour. Product: BrC1=C(C=C(C=NO)C=C1)[N+](=O)[O-] (4-bromo-3-nitro-benzaldehyde oxime). Isolated yield 67.0%. Reaction SMILES: [Br:1][C:2]1[CH:9]=[CH:8][C:5]([CH:6]=O)=[CH:4][C:3]=1[N+:10]([O-:12])=[O:11].N1C=CC=CC=1.Cl.[NH2:20][OH:21]>CO.C(OCC)(=O)C.C(=O)([O-])O.[Na+]>[Br:1][C:2]1[CH:9]=[CH:8][C:5]([CH:6]=[N:20][OH:21])=[CH:4][C:3]=1[N+:10]([O-:12])=[O:11] |f:2.3,6.7|. Procedure details: To a solution of 4-bromo-3-nitro-benzaldehyde (commercially available) (10 g, 43.5 mmol) in methanol (28 ml) under a nitrogen atmosphere was added pyridine (7.74 g, 97.8 mmol) and hydroxylamine hydrochloride (6.04 g, 86.94 mmol). The reaction mixture was stirred at ambient temperature for 16 hours. The reaction mixture was diluted with a mixture of ethyl acetate and aqueous sodium hydrogen carbonate (saturated). The phases were separated and the aqueous phase was extracted twice with ethyl aceta... The reactants are FC1=C(C=C(C=C1)[N+](=O)[O-])C1=CC=NC=C1 (4-(2-fluoro-5-nitrophenyl)pyridine). Reagents/catalysts: [Pt](=O)=O (platinum(IV) oxide). Run in C(C)O (ethanol), C(C)(=O)OCC (ethyl acetate). Reaction conditions: time 35 minute. Product: FC1=C(C=C(C=C1)N)C1=CC=NC=C1 (4-fluoro-3-(pyridin-4-yl)phenylamine). The yield is 82.1%. As a reaction SMILES: [F:1][C:2]1[CH:7]=[CH:6][C:5]([N+:8]([O-])=O)=[CH:4][C:3]=1[C:11]1[CH:16]=[CH:15][N:14]=[CH:13][CH:12]=1>C(O)C.C(OCC)(=O)C.[Pt](=O)=O>[F:1][C:2]1[CH:7]=[CH:6][C:5]([NH2:8])=[CH:4][C:3]=1[C:11]1[CH:12]=[CH:13][N:14]=[CH:15][CH:16]=1. Reported procedure: To a solution of 4-(2-fluoro-5-nitrophenyl)pyridine (1.0 g, 5.58 mmol) in ethanol (30 ml) and ethyl acetate (10 ml) was added platinum(IV) oxide (52 mg) and the mixture stirred for 35 min under hydrogen (40 psi). The reaction was filtered through glass microfibre filter paper and the filtrate evaporated to dryness to give 4-fluoro-3-(pyridin-4-yl)phenylamine (862 mg, 100%) as a white solid: 1H NMR (360 MHz, CDCl3) δ 3.49 (2H, s), 6.66-6.70 (1H, m), 6.71-6.76 (1H, m), 6.99 (1H, t, J 9 Hz), 7.44-7...